The task is: describe an organic reaction: reactants, conditions, products, and yield. This data is from the Open Reaction Database (ORD), a public repository of structured organic reaction records. Reactants: O=C1CCC(=O)N1Br, O=C(OOC(=O)c1ccccc1)c1ccccc1, ClC(Cl)(Cl)Cl, CC1=Cc2cc([N+](=O)[O-])ccc2OC1(C)C, O=S(=O)([O-])[O-], O. The product is CC1(C)Oc2ccc([N+](=O)[O-])cc2C=C1CBr. Reaction SMILES: [Br:35][N:36]1[C:37](=[O:38])[CH2:39][CH2:40][C:41]1=[O:42].[C:17]([O:18][O:19][C:20](=[O:21])[c:22]1[cH:23][cH:24][cH:25][cH:26][cH:27]1)(=[O:28])[c:29]1[cH:30][cH:31][cH:32][cH:33][cH:34]1.[C:48]([Cl:49])([Cl:50])([Cl:51])[Cl:52].[N+:1](=[O:2])([O-:3])[c:4]1[cH:5][cH:6][c:7]2[c:8]([cH:16]1)[CH:9]=[C:10]([CH3:15])[C:11]([CH3:13])([CH3:14])[O:12]2.[O-:43][S:44](=[O:45])(=[O:46])[O-:47].[OH2:53]>>[N+:1](=[O:2])([O-:3])[c:4]1[cH:5][cH:6][c:7]2[c:8]([cH:16]1)[CH:9]=[C:10]([CH2:15][Br:35])[C:11]([CH3:13])([CH3:14])[O:12]2.